From a dataset of the Open Reaction Database (ORD), a public repository of structured organic reaction records. describe an organic reaction: reactants, conditions, products, and yield Reactants: O=CO, Fc1ccc(OCC2CO2)cc1, CCCCCCCCNC(=O)N1CCC(Nc2ccc(CCN)cc2)CC1. Yields the product CCCCCCCCNC(=O)N1CCC(Nc2ccc(CCNCC(O)COc3ccc(F)cc3)cc2)CC1. Reaction SMILES: [CH:1]([OH:2])=[O:3].[F:31][c:32]1[cH:33][cH:34][c:35]([O:36][CH2:37][CH:38]2[O:39][CH2:40]2)[cH:41][cH:42]1.[NH2:4][CH2:5][CH2:6][c:7]1[cH:8][cH:9][c:10]([NH:11][CH:12]2[CH2:13][CH2:14][N:15]([C:18](=[O:19])[NH:20][CH2:21][CH2:22][CH2:23][CH2:24][CH2:25][CH2:26][CH2:27][CH3:28])[CH2:16][CH2:17]2)[cH:29][cH:30]1>>[NH:4]([CH2:5][CH2:6][c:7]1[cH:8][cH:9][c:10]([NH:11][CH:12]2[CH2:13][CH2:14][N:15]([C:18](=[O:19])[NH:20][CH2:21][CH2:22][CH2:23][CH2:24][CH2:25][CH2:26][CH2:27][CH3:28])[CH2:16][CH2:17]2)[cH:29][cH:30]1)[CH2:40][CH:38]([CH2:37][O:36][c:35]1[cH:34][cH:33][c:32]([F:31])[cH:42][cH:41]1)[OH:39]. Reactants: P(=O)(Cl)(Cl)Cl (phosphorus oxychloride), CN(C=O)C (N,N-dimethylformamide), C1(=CC=CC=C1)N1N=C(C=C1O)C(F)(F)F (1-phenyl-3-trifluoromethyl-1H-pyrazol-5-ol). The solvent is O (water). The product is ClC1=C(C(=NN1C1=CC=CC=C1)C(F)(F)F)C=O (5-chloro-1-phenyl-3-trifluoromethyl-1H-pyrazole-4-carboaldehyde). Isolated yield 79.3%. As a reaction SMILES: P(Cl)(Cl)([Cl:3])=O.CN(C)[CH:8]=[O:9].[C:11]1([N:17]2[C:21](O)=[CH:20][C:19]([C:23]([F:26])([F:25])[F:24])=[N:18]2)[CH:16]=[CH:15][CH:14]=[CH:13][CH:12]=1>O>[Cl:3][C:21]1[N:17]([C:11]2[CH:16]=[CH:15][CH:14]=[CH:13][CH:12]=2)[N:18]=[C:19]([C:23]([F:26])([F:25])[F:24])[C:20]=1[CH:8]=[O:9]. Reported procedure: 33.6 g (219.1 mmoles) of phosphorus oxychloride was added to 7.7 g (105.2 mmoles) of N,N-dimethylformamide with ice-cooling. Thereto was added, at room temperature, 20 g (87.7 mmoles) of 1-phenyl-3-trifluoromethyl-1H-pyrazol-5-ol. The resulting mixture was refluxed for 1 hour with heating, to give rise to a reaction. After the completion of the reaction, the reaction mixture was poured into water with ice-cooling, followed by extraction with chloroform. The resulting organic layer was washed wit... As a reaction SMILES: [Br-:9].[Br:1][c:2]1[cH:3][n:4][c:5]([Cl:8])[n:6][cH:7]1.[CH:10]1([Zn+:14])[CH2:11][CH2:12][CH2:13]1.[Cl:15][CH2:16][Cl:17]>>[c:2]1([CH:10]2[CH2:11][CH2:12][CH2:13]2)[cH:3][n:4][c:5]([Cl:8])[n:6][cH:7]1. The product is Clc1ncc(C2CCC2)cn1. Starting materials: [Br-], Clc1ncc(Br)cn1, [Zn+]C1CCC1, ClCCl. Reactants: C(C1=CC=CC=C1)OC(=O)N[C@@H](CC1=CC=CC=C1)C(=O)N[C@@H](CC1=CC=CC=C1)C(=O)O (N-benzyloxycarbonyl-L-phenylalanyl-L-phenyl-alanine), [N+](=O)([O-])C1=CC=C(C=C1)OC([C@@H](NC(=O)OCC1=CC=CC=C1)CC1=CC=CC=C1)=O (N-benzyloxycarbonyl-L-phenylalanine 4-nitrophenyl ester), N[C@@H](CC1=CC=CC=C1)C(=O)O (L-phenylalanine). Product: C(C1=CC=CC=C1)OC(=O)N1[C@H](C(=O)N[C@@H](C(C)C)C(=O)O)CCC1 (N-Benzyloxycarbonyl-L-Prolyl-L-Valine). As a reaction SMILES: [CH2:1]([O:8][C:9]([NH:11][C@H:12]([C:20]([NH:22][C@H:23]([C:31]([OH:33])=[O:32])[CH2:24][C:25]1C=CC=CC=1)=[O:21])[CH2:13][C:14]1[CH:19]=CC=CC=1)=[O:10])[C:2]1[CH:7]=[CH:6][CH:5]=[CH:4][CH:3]=1.[N+]([C:37]1C=CC(OC(=O)[C@H](CC2C=CC=CC=2)NC(OCC2C=CC=CC=2)=O)=CC=1)([O-])=O.N[C@H](C(O)=O)CC1C=CC=CC=1>>[CH2:1]([O:8][C:9]([N:11]1[CH2:19][CH2:14][CH2:13][C@H:12]1[C:20]([NH:22][C@H:23]([C:31]([OH:33])=[O:32])[CH:24]([CH3:25])[CH3:37])=[O:21])=[O:10])[C:2]1[CH:3]=[CH:4][CH:5]=[CH:6][CH:7]=1. Procedure details: N-benzyloxycarbonyl-L-phenylalanyl-L-phenyl-alanine (m.p. 148°-151° C.) from N-benzyloxycarbonyl-L-phenylalanine 4-nitrophenyl ester and L-phenylalanine. The reactants are [Br-] (bromide), C[Si](C)(C)C#C[SiH](C(C)C)C(C)C ((Trimethylsilylethynyl)diisopropylsilane). The reagents and catalysts are Cl[Pd]Cl (PdCl2). Run in C(C=C)Br (allyl bromide). Reaction conditions: temperature 60 celsius. The product is C[Si](C)(C)C#C[Si](Br)(C(C)C)C(C)C ((trimethylsilylethynyl)diisopropylbromosilane). As a reaction SMILES: [CH3:1][Si:2]([C:5]#[C:6][SiH:7]([CH:11]([CH3:13])[CH3:12])[CH:8]([CH3:10])[CH3:9])([CH3:4])[CH3:3].[Br-:14]>Cl[Pd]Cl.C(Br)C=C>[CH3:4][Si:2]([C:5]#[C:6][Si:7]([CH:11]([CH3:13])[CH3:12])([CH:8]([CH3:9])[CH3:10])[Br:14])([CH3:1])[CH3:3]. Procedure: (Trimethylsilylethynyl)diisopropylsilane (14 g, 66 mmol) and allyl bromide (˜40 mL) were added to a round-bottom flask equipped with a stir-bar. A septum and bubbler were attached and the solution was purged with N2 for 15 min. PdCl2 (0.06 g, 0.3 mmol, 0.5 mol %) was added and the reaction was heated at 60° C. for 3 hours, or until analysis by GC-MS showed complete conversion to the bromide. After removing the reaction from the heat, pentane (50 mL) was added and the solution was chilled for 20 ... Reactants: CN(C)C=O, Cn1cnc([N+](=O)[O-])c1Cl, [I-], [K+], NCCN1CCC(Nc2nc3cccnc3n2Cc2ccc(F)cc2)CC1, [Na+], [Na+], O=C([O-])[O-]. The product is Cn1cnc([N+](=O)[O-])c1NCCN1CCC(Nc2nc3cccnc3n2Cc2ccc(F)cc2)CC1. RXN SMILES: [CH3:46][N:47]([CH3:48])[CH:49]=[O:50].[Cl:1][c:2]1[c:3]([N+:8](=[O:9])[O-:10])[n:4][cH:5][n:6]1[CH3:7].[I-:45].[K+:44].[NH2:11][CH2:12][CH2:13][N:14]1[CH2:15][CH2:16][CH:17]([NH:20][c:21]2[n:22][c:23]3[c:24]([n:25][cH:26][cH:27][cH:28]3)[n:29]2[CH2:30][c:31]2[cH:32][cH:33][c:34]([F:37])[cH:35][cH:36]2)[CH2:18][CH2:19]1.[Na+:38].[Na+:39].[O-:40][C:41](=[O:42])[O-:43]>>[c:2]1([NH:11][CH2:12][CH2:13][N:14]2[CH2:15][CH2:16][CH:17]([NH:20][c:21]3[n:22][c:23]4[c:24]([n:25][cH:26][cH:27][cH:28]4)[n:29]3[CH2:30][c:31]3[cH:32][cH:33][c:34]([F:37])[cH:35][cH:36]3)[CH2:18][CH2:19]2)[c:3]([N+:8](=[O:9])[O-:10])[n:4][cH:5][n:6]1[CH3:7].